From a dataset of the Open Reaction Database (ORD), a public repository of structured organic reaction records. describe an organic reaction: reactants, conditions, products, and yield As a reaction SMILES: [Br:23][CH2:24][c:25]1[cH:26][cH:27][cH:28][cH:29][cH:30]1.[C:31](=[O:32])([O-:33])[O-:34].[C:7]([CH2:8][NH:9][C:10]([c:11]1[cH:12][c:13]2[c:14]([cH:15][cH:16]1)[n:17][cH:18][cH:19][cH:20]2)=[O:21])#[N:22].[CH3:56][N:57]([CH3:58])[CH:59]=[O:60].[CH3:61][CH2:62][O:63][C:64](=[O:65])[CH3:66].[Cl-:5].[K+:35].[K+:36].[N-:2]=[N+:3]=[N-:4].[NH4+:6].[Na+:1].[OH2:67].[n:37]1[nH:38][n:39][n:40][c:41]1[CH2:42][NH:43][C:44](=[O:45])[c:46]1[cH:47][c:48]2[cH:49][cH:50][cH:51][n:52][c:53]2[cH:54][cH:55]1>>[CH2:24]([c:25]1[cH:26][cH:27][cH:28][cH:29][cH:30]1)[n:38]1[n:37][c:41]([CH2:42][NH:43][C:44](=[O:45])[c:46]2[cH:47][c:48]3[cH:49][cH:50][cH:51][n:52][c:53]3[cH:54][cH:55]2)[n:40][n:39]1. Reactants: BrCc1ccccc1, O=C([O-])[O-], N#CCNC(=O)c1ccc2ncccc2c1, CN(C)C=O, CCOC(C)=O, [Cl-], [K+], [K+], [N-]=[N+]=[N-], [NH4+], [Na+], O, O=C(NCc1nn[nH]n1)c1ccc2ncccc2c1. Yields the product O=C(NCc1nnn(Cc2ccccc2)n1)c1ccc2ncccc2c1. Reactants: N#Cc1cc(Br)co1, CC1(C)OCC(=O)Nc2ccc(Br)cc21. Reaction SMILES: [Br:16][c:17]1[cH:18][c:19]([C:22]#[N:23])[o:20][cH:21]1.[Br:1][c:2]1[cH:3][cH:4][c:5]2[c:6]([cH:15]1)[C:7]([CH3:13])([CH3:14])[O:8][CH2:9][C:10](=[O:12])[NH:11]2>>[c:2]1(-[c:17]2[cH:18][c:19]([C:22]#[N:23])[o:20][cH:21]2)[cH:3][cH:4][c:5]2[c:6]([cH:15]1)[C:7]([CH3:13])([CH3:14])[O:8][CH2:9][C:10](=[O:12])[NH:11]2. Product: CC1(C)OCC(=O)Nc2ccc(-c3coc(C#N)c3)cc21.